The task is: describe an organic reaction: reactants, conditions, products, and yield. This data is from the Open Reaction Database (ORD), a public repository of structured organic reaction records. The reactants are CN(CC(C=O)NC(=O)OC(C)(C)C)C(=O)OCC[Si](C)(C)C, Cc1ccccc1, [Mg+]C1CCCCC1, [Cl-]. Product: CN(CC(NC(=O)OC(C)(C)C)C(O)C1CCCCC1)C(=O)OCC[Si](C)(C)C. RXN SMILES: [C:1]([CH3:2])([CH3:3])([CH3:4])[O:5][C:6](=[O:7])[NH:8][CH:9]([CH2:10][N:11]([C:12]([O:13][CH2:14][CH2:15][Si:16]([CH3:17])([CH3:18])[CH3:19])=[O:20])[CH3:21])[CH:22]=[O:23].[CH3:32][c:33]1[cH:34][cH:35][cH:36][cH:37][cH:38]1.[CH:25]1([Mg+:31])[CH2:26][CH2:27][CH2:28][CH2:29][CH2:30]1.[Cl-:24]>>[C:1]([CH3:2])([CH3:3])([CH3:4])[O:5][C:6](=[O:7])[NH:8][CH:9]([CH2:10][N:11]([C:12]([O:13][CH2:14][CH2:15][Si:16]([CH3:17])([CH3:18])[CH3:19])=[O:20])[CH3:21])[CH:22]([OH:23])[CH:25]1[CH2:26][CH2:27][CH2:28][CH2:29][CH2:30]1. The reactants are CC1(C2=C(C(=C(N2)C(C3=C(C(=C(N3)C(C4=C(C(=C(N4)C(C5=C(C(=C(N5)C(C6=C(C(=C1N6)F)F)(C)C)F)F)(C)C)F)F)(C)C)F)F)(C)C)F)F)C (β-Decafluoro-meso-decamethylcalix[5]pyrrole), CS(=O)(=O)O (methanesulfonic acid), β-hexadecafluoro-meso-hexadecamethylcalix[8]pyrrole, CO (methanol), FC1=C(NC=C1)F (difluoropyrrole). The solvent is CC(=O)C (acetone). Reaction conditions: time 2 day. Yields the product C1C2=CC=C(N2)CC3=CC=C(N3)CC4=CC=C(N4)CC5=CC=C1N5 (Calix[4]pyrrole). The yield is 52.0%. As a reaction SMILES: CC1(C)[C:30]2[NH:31][C:27](=[C:28](F)[C:29]=2F)[C:26](C)(C)[C:24]2[NH:25][C:21](=[C:22](F)[C:23]=2F)[C:20](C)(C)[C:18]2[NH:19][C:15](=[C:16](F)[C:17]=2F)[C:14](C)(C)[C:12]2[NH:13][C:9](=[C:10](F)[C:11]=2F)[C:8](C)(C)C2NC1=C(F)C=2F.CO.FC1C=CNC=1F.CS(O)(=O)=O>CC(C)=O>[CH2:26]1[C:27]2[NH:31][C:30](=[CH:29][CH:28]=2)[CH2:8][C:9]2[NH:13][C:12](=[CH:11][CH:10]=2)[CH2:14][C:15]2[NH:19][C:18](=[CH:17][CH:16]=2)[CH2:20][C:21]2[NH:25][C:24]1=[CH:23][CH:22]=2. Procedure details: β-Decafluoro-meso-decamethylcalix[5]pyrrole, 46 and β-hexadecafluoro-meso-hexadecamethylcalix[8]pyrrole, 48. To a round bottom flask containing methanol (37.5 mL), difluoropyrrole (773 mg, 7.50 mmol), and acetone (548 μL, 7.50 mmol were added. After dissolution of the reactants, methanesulfonic acid (490 μL, 7.50 mmol) was added and the reaction mixture was allowed to stir at ambient temperature for 2 days. The reaction mixture was then washed with aqueous NaCO3 (200 mL saturated) and taken into... Starting materials: C(C)(C)(C)OC(C(C)(C)SC=1SC=C(N1)CCO)=O (2-{[4-(2-hydroxyethyl)-1,3-thiazol-2-yl]thio}-2-methylpropionic acid tert-butyl ester), IC1=CC=C(C=C1)O (4-iodophenol), C1(=CC=CC=C1)P(C1=CC=CC=C1)C1=CC=CC=C1 (triphenylphosphine), [N+](=[N-])(C(=O)OCC)C(=O)OCC (diethyl diazodicarboxylate). Solvent: O1CCCC1 (tetrahydrofuran). Reaction conditions: time 8 hour. Yields the product C(C)(C)(C)OC(C(C)(C)SC=1SC=C(N1)CCOC1=CC=C(C=C1)I)=O (2-({4-[2-(4-iodophenoxy)ethyl]-1,3-thiazol-2-yl}thio)-2-methylpropionic acid tert-butyl ester). Yield: 64.3%. Reaction SMILES: [C:1]([O:5][C:6](=[O:19])[C:7]([S:10][C:11]1[S:12][CH:13]=[C:14]([CH2:16][CH2:17][OH:18])[N:15]=1)([CH3:9])[CH3:8])([CH3:4])([CH3:3])[CH3:2].[I:20][C:21]1[CH:26]=[CH:25][C:24](O)=[CH:23][CH:22]=1.C1(P(C2C=CC=CC=2)C2C=CC=CC=2)C=CC=CC=1.[N+](C(OCC)=O)(C(OCC)=O)=[N-]>O1CCCC1>[C:1]([O:5][C:6](=[O:19])[C:7]([S:10][C:11]1[S:12][CH:13]=[C:14]([CH2:16][CH2:17][O:18][C:24]2[CH:25]=[CH:26][C:21]([I:20])=[CH:22][CH:23]=2)[N:15]=1)([CH3:9])[CH3:8])([CH3:2])([CH3:4])[CH3:3]. Procedure: 2-{[4-(2-Hydroxyethyl)-1,3-thiazol-2-yl]thio}-2-methylpropionic acid tert-butyl ester (7.0 g) synthesized in Example 4 and 4-iodophenol (5.08 g) were dissolved in tetrahydrofuran (100 mL), triphenylphosphine (6.06 g) and diethyl diazodicarboxylate (4.02 g) were added under ice-cooling, and the mixture was stirred at room temperature for 8 hr. The reaction mixture was concentrated under reduced pressure, and the residue was purified by silica gel chromatography (elution solvent; hexane:ethyl acet... Reactants: CC1(N=CC2=C3C(C(C(C2C1=O)CCCl)=O)=NC(=N3)C3=CC=C(C=C3)Cl)C (7,7-dimethyl-2-(4-chloro-phenyl)-5-(2-chloro-ethyl)-5H,7h-imidazo[4,5-h]isoquinoline-4,6-dione), CN1CCNCC1 (N-methyl-piperazine). The product is Cl.Cl.Cl.CC1(N=CC2=C3C(C(C(C2C1=O)CCN1CCN(CC1)C)=O)=NC(=N3)C3=CC=C(C=C3)Cl)C (7,7-Dimethyl-2-(4-chloro-phenyl)-5-[2-(4-methyl-1-piperazinyl)-ethyl]-5H,7H-imidazo[4,5-h]isoquinoline-4,6-dione trihydrochloride). RXN SMILES: [CH3:1][C:2]1([CH3:27])[C:11](=[O:12])[CH:10]2[C:5](=[C:6]3[N:19]=[C:18]([C:20]4[CH:25]=[CH:24][C:23]([Cl:26])=[CH:22][CH:21]=4)[N:17]=[C:7]3[C:8](=[O:16])[CH:9]2[CH2:13][CH2:14][Cl:15])[CH:4]=[N:3]1.[CH3:28][N:29]1[CH2:34][CH2:33][NH:32][CH2:31][CH2:30]1>>[ClH:15].[ClH:15].[ClH:15].[CH3:27][C:2]1([CH3:1])[C:11](=[O:12])[CH:10]2[C:5](=[C:6]3[N:19]=[C:18]([C:20]4[CH:21]=[CH:22][C:23]([Cl:26])=[CH:24][CH:25]=4)[N:17]=[C:7]3[C:8](=[O:16])[CH:9]2[CH2:13][CH2:14][N:32]2[CH2:33][CH2:34][N:29]([CH3:28])[CH2:30][CH2:31]2)[CH:4]=[N:3]1 |f:2.3.4.5|. Reported procedure: A mixture consisting of 2.1 gm of 7,7-dimethyl-2-(4-chloro-phenyl)-5-(2-chloro-ethyl)-5H,7h-imidazo[4,5-h]isoquinoline-4,6-dione and the 10 ml of N-methyl-piperazine was heated at 130° C. for 2 hours. After distilling off the excess of N-methyl-piperazine in vacuo, the residue was purified on a silicagel column (eluant: chloroform/acetone 19:1). The trihydrochloride was precipitated from acetone by addition of ethereal hydrochloric acid and recrystallized from ethanol. Conditions: temperature 70 celsius. Isolated yield 96296.3%. Product: COC(=O)C1CC(N(CC1)CC(=O)OC)C(N(C)C)=O (Methyl-2-dimethylcarbamoyl-1-(methoxycarbonylmethyl)piperidine-4-carboxylate). Reactants: COC(=O)C1=CC(=NC=C1)C(N(C)C)=O (Methyl-2-dimethylcarbamoyl-pyridine-4-carboxylate), Cl (HCl), crude intermediate, Cl (hydrochloride), BrCC(=O)OC (methyl bromoacetate), C(=O)([O-])[O-].[K+].[K+] (K2CO3). The solvent is CO (MeOH), O (H2O), C1(=CC=CC=C1)C (toluene). Reaction SMILES: [CH3:1][O:2][C:3]([C:5]1[CH:10]=[CH:9][N:8]=[C:7]([C:11](=[O:15])[N:12]([CH3:14])[CH3:13])[CH:6]=1)=[O:4].Cl.Br[CH2:18][C:19]([O:21][CH3:22])=[O:20].C([O-])([O-])=O.[K+].[K+]>CO.C1(C)C=CC=CC=1.[Pt]=O.O>[CH3:1][O:2][C:3]([CH:5]1[CH2:10][CH2:9][N:8]([CH2:18][C:19]([O:21][CH3:22])=[O:20])[CH:7]([C:11](=[O:15])[N:12]([CH3:14])[CH3:13])[CH2:6]1)=[O:4] |f:3.4.5|. Reported procedure: A mixture of compound 28 (55.4 g, 0.27 mmole), conc. HCl (16 ml) in MeOH (62 ml) was hydrogenated over platinum oxide (1 g) at 8 kg/cm2 for 24 hours. The catalyst was removed by filtration. The filtrate was concentrated under reduced pressure and the resulting oil was used without further purification. A mixture of crude intermediate compound hydrochloride, methyl bromoacetate (61 g, 0.4 mole) and K2CO3 (73.5 g, 0.53 mole) in toluene (200 ml) was heated at 70° C. for 3 hours. After cooling the r... Reagents/catalysts: [Pt]=O (platinum oxide). Reactants: CCC(C)CBr, CCC(C)CO, CCC(C)COc1cccc(-c2ccccc2)c1OCC(C)CC, CCO, Cl, [K+], [OH-], Oc1ccc(-c2ccc(O)cc2)cc1. Product: CCC(C)COc1ccc(-c2ccc(O)cc2)cc1. Reaction SMILES: [CH3:17][CH:18]([CH2:19][Br:20])[CH2:21][CH3:22].[CH3:23][CH:24]([CH2:25][CH3:26])[CH2:27][OH:28].[CH3:29][CH:30]([CH2:31][CH3:32])[CH2:33][O:34][c:35]1[c:36]([O:37][CH2:38][CH:39]([CH3:40])[CH2:41][CH3:42])[c:43](-[c:44]2[cH:45][cH:46][cH:47][cH:48][cH:49]2)[cH:50][cH:51][cH:52]1.[CH3:54][CH2:55][OH:56].[ClH:53].[K+:16].[OH-:15].[OH:1][c:2]1[cH:3][cH:4][c:5](-[c:8]2[cH:9][cH:10][c:11]([OH:14])[cH:12][cH:13]2)[cH:6][cH:7]1>>[O:1]([c:2]1[cH:3][cH:4][c:5](-[c:8]2[cH:9][cH:10][c:11]([OH:14])[cH:12][cH:13]2)[cH:6][cH:7]1)[CH2:19][CH:18]([CH3:17])[CH2:21][CH3:22]. Starting materials: ClC1C=2N(CCN1)C(=NN2)CC (8-chloro-3-ethyl[1,2,4]triazolo[4,3-a]piperazine). The reagents and catalysts are O=[Pt]=O (PtO2), [Pd] (Pd/C). Solvent: CO (MeOH). Conditions: time 16 hour. Product: C(C)C1=NN=C2N1CCNC2 (3-ethyl-5,6,7,8-tetrahydro-[1,2,4]triazolo[4,3-a]pyrazine). Isolated yield 38.9%. RXN SMILES: Cl[CH:2]1[NH:7][CH2:6][CH2:5][N:4]2[C:8]([CH2:11][CH3:12])=[N:9][N:10]=[C:3]12>CO.O=[Pt]=O.[Pd]>[CH2:11]([C:8]1[N:4]2[CH2:5][CH2:6][NH:7][CH2:2][C:3]2=[N:10][N:9]=1)[CH3:12]. Reported procedure: To a solution of 8-chloro-3-ethyl[1,2,4]triazolo[4,3-a]piperazine (2.24 g) in MeOH (150 mL) was added PtO2 (1.36 g) and 10% Pd/C (0.63 g) at rt. The reaction mixture was stirred under H2 for 16 h at room temperature and filtered, and the filtrate was concentrated in vacuo and the residue was chromatographed with a silica gel column to give the title compound (0.71 g, 31.17%). The compound was characterized by the following spectroscopic data: MS (ESI, pos. ion) m/z: 153.2 (M+1). Reactants: BrC1=CC=C(C#N)C=C1 (4-Bromobenzonitrile), C1(=CC=CC=C1)O (phenol), C(=O)([O-])[O-].[Cs+].[Cs+] (Cs2CO3), (CuOTf)2 PhH, C1(=CC=CC2=CC=CC=C12)C(=O)O (1-naphthoic acid). Reagents/catalysts: C(C)(=O)OCC (ethyl acetate). The solvent is C1(=CC=CC=C1)C (toluene). Reaction conditions: time 1 hour. Yields the product O(C1=CC=CC=C1)C1=CC=C(C#N)C=C1 (4-phenoxybenzonitrile). Isolated yield 83.0%. Reaction SMILES: Br[C:2]1[CH:9]=[CH:8][C:5]([C:6]#[N:7])=[CH:4][CH:3]=1.[C:10]1([OH:16])[CH:15]=[CH:14][CH:13]=[CH:12][CH:11]=1.C([O-])([O-])=O.[Cs+].[Cs+].C1(C(O)=O)C2C(=CC=CC=2)C=CC=1>C(OCC)(=O)C.C1(C)C=CC=CC=1>[O:16]([C:2]1[CH:9]=[CH:8][C:5]([C:6]#[N:7])=[CH:4][CH:3]=1)[C:10]1[CH:15]=[CH:14][CH:13]=[CH:12][CH:11]=1 |f:2.3.4|. Procedure details: 4-Bromobenzonitrile (2.5 mmol), phenol (3.5 or 5.0 mmol), Cs2CO3 (3.5 or 5.0 mmol), (CuOTf)2 PhH (0.0625 mmol, 5.0 mol % Cu), ethyl acetate (0.125 mmol, 5.0 mol %), 1-naphthoic acid (3.5 mmol), molecular sieves (625 mg) and toluene (1.5 mL) were added to an oven-dried test tube which was then sealed with a septum, purged with argon, and heated to 110 C. under argon until the aryl halide was consumed as determined by GC analysis. Upon cooling at room temperature, dichloromethane was added and the... As a reaction SMILES: [CH3:22][CH2:23][O:24][C:25]([CH3:26])=[O:27].[ClH:15].[O:16]1[CH2:17][CH2:18][O:19][CH2:20][CH2:21]1.[OH:1][c:2]1[c:3]([C:11]([O:12][CH3:13])=[O:14])[c:4](=[O:10])[n:5]([CH3:9])[n:6][c:7]1[CH3:8]>>[OH:1][c:2]1[cH:3][c:4](=[O:10])[n:5]([CH3:9])[n:6][c:7]1[CH3:8]. Reactants: CCOC(C)=O, Cl, C1COCCO1, COC(=O)c1c(O)c(C)nn(C)c1=O. Product: Cc1nn(C)c(=O)cc1O.